From a dataset of the Open Reaction Database (ORD), a public repository of structured organic reaction records. describe an organic reaction: reactants, conditions, products, and yield The reactants are CCCC[N+](CCCC)(CCCC)CCCC, CC#N, [Ca+2], [Cl-], [Cl-], [Cl-], O=C(O)CCCCCCCCCCCBr. Yields the product O=C(O)CCCCCCCCCCCCl. RXN SMILES: [CH2:23]([N+:24]([CH2:25][CH2:26][CH2:27][CH3:28])([CH2:29][CH2:30][CH2:31][CH3:32])[CH2:33][CH2:34][CH2:35][CH3:36])[CH2:37][CH2:38][CH3:39].[CH3:19][C:20]#[N:21].[Ca+2:18].[Cl-:16].[Cl-:17].[Cl-:22].[OH:1][C:2](=[O:3])[CH2:4][CH2:5][CH2:6][CH2:7][CH2:8][CH2:9][CH2:10][CH2:11][CH2:12][CH2:13][CH2:14][Br:15]>>[OH:1][C:2](=[O:3])[CH2:4][CH2:5][CH2:6][CH2:7][CH2:8][CH2:9][CH2:10][CH2:11][CH2:12][CH2:13][CH2:14][Cl:16]. The reactants are CCOC(=O)CBr, CC(C)(C)OC(=O)N1CCc2[nH]c3c(Cl)cc(Cl)cc3c2CC1, [H-], [Na+], CN(C)C=O. The product is CCOC(=O)Cn1c2c(c3cc(Cl)cc(Cl)c31)CCN(C(=O)OC(C)(C)C)CC2. Reaction SMILES: [Br:26][CH2:27][C:28](=[O:29])[O:30][CH2:31][CH3:32].[Cl:3][c:4]1[cH:5][c:6]([Cl:25])[cH:7][c:8]2[c:9]3[c:10]([nH:11][c:12]12)[CH2:13][CH2:14][N:15]([C:18](=[O:19])[O:20][C:21]([CH3:22])([CH3:23])[CH3:24])[CH2:16][CH2:17]3.[H-:1].[Na+:2].[O:33]=[CH:34][N:35]([CH3:36])[CH3:37]>>[Cl:3][c:4]1[cH:5][c:6]([Cl:25])[cH:7][c:8]2[c:9]3[c:10]([n:11]([CH2:27][C:28](=[O:29])[O:30][CH2:31][CH3:32])[c:12]12)[CH2:13][CH2:14][N:15]([C:18](=[O:19])[O:20][C:21]([CH3:22])([CH3:23])[CH3:24])[CH2:16][CH2:17]3.